This data is from the Open Reaction Database (ORD), a public repository of structured organic reaction records. The task is: describe an organic reaction: reactants, conditions, products, and yield Starting materials: COC(C)(C)C, COC(=O)c1ccc2c(c1)NC(=O)C2=C(Nc1ccc(N(C)C(=O)CN2CCN(C)CC2)cc1)c1ccccc1, CCS(=O)(=O)O, CO. Product: COC(=O)c1ccc2c(c1)NC(=O)C2=C(Nc1ccc(N(C)C(=O)CN2CCN(C)CC2)cc1)c1ccccc1, CCS(=O)(=O)O. As a reaction SMILES: [C:47]([O:48][CH3:49])([CH3:50])([CH3:51])[CH3:52].[CH3:1][N:2]1[CH2:3][CH2:4][N:5]([CH2:8][C:9](=[O:10])[N:11]([CH3:12])[c:13]2[cH:14][cH:15][c:16]([NH:17][C:18]([c:19]3[cH:20][cH:21][cH:22][cH:23][cH:24]3)=[C:25]3[C:26](=[O:38])[NH:27][c:28]4[cH:29][c:30]([C:34](=[O:35])[O:36][CH3:37])[cH:31][cH:32][c:33]43)[cH:39][cH:40]2)[CH2:6][CH2:7]1.[CH3:41][CH2:42][S:43]([OH:44])(=[O:45])=[O:46].[CH3:53][OH:54]>>[CH3:1][N:2]1[CH2:3][CH2:4][N:5]([CH2:8][C:9](=[O:10])[N:11]([CH3:12])[c:13]2[cH:14][cH:15][c:16]([NH:17][C:18]([c:19]3[cH:20][cH:21][cH:22][cH:23][cH:24]3)=[C:25]3[C:26](=[O:38])[NH:27][c:28]4[cH:29][c:30]([C:34](=[O:35])[O:36][CH3:37])[cH:31][cH:32][c:33]43)[cH:39][cH:40]2)[CH2:6][CH2:7]1.[CH3:41][CH2:42][S:43](=[O:44])(=[O:45])[OH:46]. The reactants are CCOC(=O)c1cc2cc(Cl)c(O)cc2oc1=O, O=[N+]([O-])O, O=S(=O)(O)O. The product is CCOC(=O)c1cc2cc(Cl)c(O)c([N+](=O)[O-])c2oc1=O. Reaction SMILES: [CH2:1]([CH3:2])[O:3][C:4](=[O:5])[c:6]1[c:7](=[O:18])[o:8][c:9]2[cH:10][c:11]([OH:17])[c:12]([Cl:16])[cH:13][c:14]2[cH:15]1.[OH:19][N+:20]([O-:21])=[O:22].[S:23](=[O:24])(=[O:25])([OH:26])[OH:27]>>[CH2:1]([CH3:2])[O:3][C:4](=[O:5])[c:6]1[c:7](=[O:18])[o:8][c:9]2[c:10]([N+:20](=[O:19])[O-:21])[c:11]([OH:17])[c:12]([Cl:16])[cH:13][c:14]2[cH:15]1. Reactants: C(C1=CC=CC=C1)C1=NC(=CC=C1I)N1C[C@H]([C@@H](C1)OC)O (2-benzyl-3-iodo-6-[(3R,4R)-3-hydroxy-4-methoxypyrrolidin-1-yl]pyridine), C(C)C(C#C)(CC)N (1,1-diethyl-2-propynylamine). Product: C(C1=CC=CC=C1)C1=NC(=CC=C1C#CC(CC)(CC)N)N1C[C@H]([C@@H](C1)OC)O (3-[2-Benzyl-6-[(3R,4R)-3-hydroxy-4-methoxypyrrolidin-1-yl]-3-pyridyl]-1,1-diethyl-2-propynylamine). RXN SMILES: [CH2:1]([C:8]1[C:13](I)=[CH:12][CH:11]=[C:10]([N:15]2[CH2:19][C@@H:18]([O:20][CH3:21])[C@H:17]([OH:22])[CH2:16]2)[N:9]=1)[C:2]1[CH:7]=[CH:6][CH:5]=[CH:4][CH:3]=1.[CH2:23]([C:25]([NH2:30])([CH2:28][CH3:29])[C:26]#[CH:27])[CH3:24]>>[CH2:1]([C:8]1[C:13]([C:24]#[C:23][C:25]([NH2:30])([CH2:28][CH3:29])[CH2:26][CH3:27])=[CH:12][CH:11]=[C:10]([N:15]2[CH2:19][C@@H:18]([O:20][CH3:21])[C@H:17]([OH:22])[CH2:16]2)[N:9]=1)[C:2]1[CH:7]=[CH:6][CH:5]=[CH:4][CH:3]=1. Reported procedure: This was synthesized in the same manner as in Example 6 except that 2-benzyl-3-iodo-6-[(3R,4R)-3-hydroxy-4-methoxypyrrolidin-1-yl]pyridine (Production Example 1) and 1,1-diethyl-2-propynylamine were used. Starting materials: Cl (HCl), [H-].[Na+] (Sodium hydride), C1(=CC=CC2=CC=CC=C12)O (1-naphthol), FC1=C(C(=C(C=C1)[N+](=O)[O-])F)F (1,2,3-trifluoro-4-nitrobenzene). Yield: 69.4%. Reported procedure: Sodium hydride (60% oil dispersion) (2.77 g, 69.4 mmol) was added to a solution of 1-naphthol (10.00 g, 69.4 mmol) in THF (200 mL) while cooling in an ice bath. The mixture was stirred at 0° C. for 30 min and 1,2,3-trifluoro-4-nitrobenzene (12.28 g, 69.4 mmol) was added and the mixture was allowed to warm to room temperature. After 2 hrs, the reaction mixture was poured into a mixture of ice and 10% aqueous HCl and was extracted with ethyl acetate. The organic layer was dried over sodium sulfate... RXN SMILES: [H-].[Na+].[C:3]1([OH:13])[C:12]2[C:7](=[CH:8][CH:9]=[CH:10][CH:11]=2)[CH:6]=[CH:5][CH:4]=1.[F:14][C:15]1[CH:20]=[CH:19][C:18]([N+:21]([O-:23])=[O:22])=[C:17](F)[C:16]=1[F:25].Cl>C1COCC1>[F:25][C:16]1[C:15]([F:14])=[CH:20][CH:19]=[C:18]([N+:21]([O-:23])=[O:22])[C:17]=1[O:13][C:3]1[C:12]2[C:7](=[CH:8][CH:9]=[CH:10][CH:11]=2)[CH:6]=[CH:5][CH:4]=1 |f:0.1|. Run in C1CCOC1 (THF). The product is FC1=C(C(=CC=C1F)[N+](=O)[O-])OC1=CC=CC2=CC=CC=C12 (1-[(2,3-difluoro-6-nitrophenyl)oxy]naphthalene). Conditions: temperature 0 celsius, time 30 minute. Reactants: C(CCC)NC=1OC=C(N1)C (2-butylamino-4-methyl oxazole), C(C)(=O)OC(C)=O (acetic anhydride). Reaction SMILES: [CH2:1]([NH:5][C:6]1[O:7][CH:8]=[C:9]([CH3:11])[N:10]=1)[CH2:2][CH2:3][CH3:4].[C:12](OC(=O)C)(=[O:14])[CH3:13]>>[CH2:1]([N:5]([C:6]1[O:7][CH:8]=[C:9]([CH3:11])[N:10]=1)[C:12](=[O:14])[CH3:13])[CH2:2][CH2:3][CH3:4]. The yield is 75.4%. Procedure details: The procedure of Example 17 was followed using 15.0 g. (0.0974 m) of 2-butylamino-4-methyl oxazole and 25 c.c. of acetic anhydride. B.p. = 58°-60° C/0.1 mm. wt. = 14.4 g. yield = 75.4%. The product is C(CCC)N(C(C)=O)C=1OC=C(N1)C (2-(N-Butylacetamido)-4-methyloxazole). Conditions: time 15 minute. Yields the product C(C)C1(C(C2=CC(=C(C(=C2C1=O)Cl)Cl)OC)=O)C1=CC=CC=C1 (2-ethyl-2-phenyl-4,5-dichloro-6-methoxyindan-1,3-dione). Starting materials: C(C)C1C(C2=CC(=C(C(=C2C1=O)Cl)Cl)OC)=O (2-ethyl-4,5-dichloro-6-methoxyindan-1,3-dione), C1=CC=CC=C1 (benzene), [Cl-].C1(=CC=CC=C1)[I+]C1=CC=CC=C1 (diphenyliodonium chloride), CC(C)([O-])C.[K+] (Potassium tert-butoxide). Procedure: Potassium tert-butoxide (8.4 g.) dissolved in tert-butanol (300 ml.) is added to a refluxing solution of 2-ethyl-4,5-dichloro-6-methoxyindan-1,3-dione (1.3 g) in tert-butanol (400 ml.)-benzene (200 ml.) and refluxing is continued for 15 min., then diphenyliodonium chloride (19.0 g.) is added and refluxing is continued for an additional 2 hours. The reaction mixture is cooled to 25°, 300 ml. water added, and the mixture concentrated to dryness in vacuo to give 2-ethyl-2-phenyl-4,5-dichloro-6-meth... As a reaction SMILES: CC(C)([O-])C.[K+].[CH2:7]([CH:9]1[C:17](=[O:18])[C:16]2[C:11](=[CH:12][C:13]([O:21][CH3:22])=[C:14]([Cl:20])[C:15]=2[Cl:19])[C:10]1=[O:23])[CH3:8].[CH:24]1[CH:29]=[CH:28][CH:27]=[CH:26][CH:25]=1.[Cl-].C1([I+]C2C=CC=CC=2)C=CC=CC=1>C(O)(C)(C)C.O>[CH2:7]([C:9]1([C:24]2[CH:29]=[CH:28][CH:27]=[CH:26][CH:25]=2)[C:17](=[O:18])[C:16]2[C:11](=[CH:12][C:13]([O:21][CH3:22])=[C:14]([Cl:20])[C:15]=2[Cl:19])[C:10]1=[O:23])[CH3:8] |f:0.1,4.5|. The solvent is C(C)(C)(C)O (tert-butanol), O (water), C(C)(C)(C)O (tert-butanol). The reactants are C[C@@H](C(=O)N[C@@H](C)C(=O)N1CCC[C@H]1C(=O)N[C@@H](CC2=CC=CC=C2)C(=O)SCC3=CC=CC=C3)NC(=O)CCC(=O)O (carboxypeptidase B), (Glu-OC)-Lys, 50.1, FC(C(=O)[O-])(F)F (trifluoroacetate). Conditions: time 2 hour. Product: N[C@@H](CCC(O)=O)C(=O)O (Glu). Reaction SMILES: C[C@H]([NH:36][C:37]([CH2:39][CH2:40][C:41]([OH:43])=[O:42])=O)C(N[C@H](C(N1[C@H](C(N[C@H](C(SCC2C=CC=CC=2)=O)CC2C=CC=CC=2)=O)CCC1)=O)C)=O.FC(F)(F)[C:46]([O-:48])=[O:47]>>[NH2:36][C@H:37]([C:46]([OH:48])=[O:47])[CH2:39][CH2:40][C:41](=[O:42])[OH:43]. Reported procedure: First, 10 g of carboxypeptidase B (Sigma) was added to 100 pl of a solution of the (Glu-OC)-Lys monomers obtained in the above step (6), and the mixture was left for 2 hr at 37° C. Then the reaction was stopped by the addition of 50.1 of 0.1% trifluoroacetate solution. The mixture was separated by high-pressure liquid chromatography with use of a C18 reversed-phase column, and Glu-OC was obtained quantitatively.